This data is from the Open Reaction Database (ORD), a public repository of structured organic reaction records. The task is: describe an organic reaction: reactants, conditions, products, and yield Reported procedure: The title compound was prepared following the same general protocol as described in Steps 8-9, Example 1, using 3-chlorobenzylamine and 1-((2′-(tert-butoxycarbonyl)biphenyl-4-yl)methyl)-2,3-dimethyl-1H-indole-5-carboxylic acid. Yields the product ClC=1C=C(CNC(=O)C=2C=C3C(=C(N(C3=CC2)CC2=CC=C(C=C2)C=2C(=CC=CC2)C(=O)O)C)C)C=CC1 (4′-((5-(3-chlorobenzylcarbamoyl)-2,3-dimethyl-1H-indol-1-yl)methyl)biphenyl-2-carboxylic acid). Reaction SMILES: [Cl:1][C:2]1[CH:3]=[C:4]([CH:7]=[CH:8][CH:9]=1)[CH2:5][NH2:6].C([O:14][C:15]([C:17]1[CH:22]=[CH:21][CH:20]=[CH:19][C:18]=1[C:23]1[CH:28]=[CH:27][C:26]([CH2:29][N:30]2[C:38]3[C:33](=[CH:34][C:35]([C:39](O)=[O:40])=[CH:36][CH:37]=3)[C:32]([CH3:42])=[C:31]2[CH3:43])=[CH:25][CH:24]=1)=[O:16])(C)(C)C>>[Cl:1][C:2]1[CH:3]=[C:4]([CH:7]=[CH:8][CH:9]=1)[CH2:5][NH:6][C:39]([C:35]1[CH:34]=[C:33]2[C:38](=[CH:37][CH:36]=1)[N:30]([CH2:29][C:26]1[CH:25]=[CH:24][C:23]([C:18]3[C:17]([C:15]([OH:16])=[O:14])=[CH:22][CH:21]=[CH:20][CH:19]=3)=[CH:28][CH:27]=1)[C:31]([CH3:43])=[C:32]2[CH3:42])=[O:40]. Starting materials: ClC=1C=C(CN)C=CC1 (3-chlorobenzylamine), C(C)(C)(C)OC(=O)C1=C(C=CC=C1)C1=CC=C(C=C1)CN1C(=C(C2=CC(=CC=C12)C(=O)O)C)C (1-((2′-(tert-butoxycarbonyl)biphenyl-4-yl)methyl)-2,3-dimethyl-1H-indole-5-carboxylic acid). The reactants are C=CC(=O)N1Cc2ccccc2SC(Cl)C1, CO, [Cl-]. Product: C=CC(=O)N1Cc2ccccc2SC(OC)C1. RXN SMILES: [C:1]([CH:2]=[CH2:3])(=[O:4])[N:5]1[CH2:6][CH:7]([Cl:16])[S:8][c:9]2[c:10]([cH:12][cH:13][cH:14][cH:15]2)[CH2:11]1.[CH3:18][OH:19].[Cl-:17]>>[C:1]([CH:2]=[CH2:3])(=[O:4])[N:5]1[CH2:6][CH:7]([O:19][CH3:18])[S:8][c:9]2[c:10]([cH:12][cH:13][cH:14][cH:15]2)[CH2:11]1. Reactants: CC1(C2=C(C(=CC=C2)P(C3=CC=CC=C3)C4=CC=CC=C4)OC5=C(C=CC=C51)P(C6=CC=CC=C6)C7=CC=CC=C7)C (Xantphos), ClC1=NC(=C2C(=N1)N(N=C2)C2OCCCC2)C=2C=C(C=CC2)NC(C=C)=O (N-(3-(6-Chloro-1-(tetrahydro-2H-pyran-2-yl)-1H-pyrazolo[3,4-d]pyrimidin-4-yl)phenyl)acrylamide), FC=1C=C(N)C=CC1N1CCOCC1 (3-fluoro-4-morpholinoaniline), C(=O)([O-])[O-].[Cs+].[Cs+] (Cs2CO3). The reagents and catalysts are C=1C=CC(=CC1)/C=C/C(=O)/C=C/C2=CC=CC=C2.C=1C=CC(=CC1)/C=C/C(=O)/C=C/C2=CC=CC=C2.C=1C=CC(=CC1)/C=C/C(=O)/C=C/C2=CC=CC=C2.[Pd].[Pd] (Pd2(dba)3). Solvent: C1(=CC=CC=C1)C (toluene). Conditions: temperature 200 celsius. Yields the product FC=1C=C(C=CC1N1CCOCC1)NC1=NC(=C2C(=N1)N(N=C2)C2OCCCC2)C=2C=C(C=CC2)NC(C=C)=O (N-(3-(6-((3-fluoro-4-morpholinophenyl)amino)-1-(tetrahydro-2H-pyran-2-yl)-1H-pyrazolo[3,4-D]pyrimidin-4-yl)phenyl)acrylamide). As a reaction SMILES: Cl[C:2]1[N:7]=[C:6]2[N:8]([CH:11]3[CH2:16][CH2:15][CH2:14][CH2:13][O:12]3)[N:9]=[CH:10][C:5]2=[C:4]([C:17]2[CH:18]=[C:19]([NH:23][C:24](=[O:27])[CH:25]=[CH2:26])[CH:20]=[CH:21][CH:22]=2)[N:3]=1.[F:28][C:29]1[CH:30]=[C:31]([CH:33]=[CH:34][C:35]=1[N:36]1[CH2:41][CH2:40][O:39][CH2:38][CH2:37]1)[NH2:32].C([O-])([O-])=O.[Cs+].[Cs+].CC1(C)C2C(=C(P(C3C=CC=CC=3)C3C=CC=CC=3)C=CC=2)OC2C(P(C3C=CC=CC=3)C3C=CC=CC=3)=CC=CC1=2>C1(C)C=CC=CC=1.C1C=CC(/C=C/C(/C=C/C2C=CC=CC=2)=O)=CC=1.C1C=CC(/C=C/C(/C=C/C2C=CC=CC=2)=O)=CC=1.C1C=CC(/C=C/C(/C=C/C2C=CC=CC=2)=O)=CC=1.[Pd].[Pd]>[F:28][C:29]1[CH:30]=[C:31]([NH:32][C:2]2[N:7]=[C:6]3[N:8]([CH:11]4[CH2:16][CH2:15][CH2:14][CH2:13][O:12]4)[N:9]=[CH:10][C:5]3=[C:4]([C:17]3[CH:18]=[C:19]([NH:23][C:24](=[O:27])[CH:25]=[CH2:26])[CH:20]=[CH:21][CH:22]=3)[N:3]=2)[CH:33]=[CH:34][C:35]=1[N:36]1[CH2:37][CH2:38][O:39][CH2:40][CH2:41]1 |f:2.3.4,7.8.9.10.11|. Reported procedure: N-(3-(6-Chloro-1-(tetrahydro-2H-pyran-2-yl)-1H-pyrazolo[3,4-d]pyrimidin-4-yl)phenyl)acrylamide (50 mg, 0.130 mmol), 3-fluoro-4-morpholinoaniline (23.00 mg, 0.117 mmol) and Cs2CO3 (50.9 mg, 0.156 mmol) were dissolved in toluene (5 mL) in a sealable microwave compatible reaction tube, then Pd2(dba)3 (2.386 mg, 2.61 μmol) and Xantphos (3.01 mg, 5.21 μmol) were added. The reaction tube was sealed and the reaction was heated under microwave irradiation (60 min, 200° C., 3 atm). Reaction progress was ... Reactants: F[B-](F)(F)F, CCN(CC)C(C)C, Cc1nc(-c2cccc(F)c2)ncc1C(=O)O, CN(C)C=O, O, Nn1ccc2ccncc21, CN(C)C(On1nnc2ccccc21)=[N+](C)C. Yields the product Cc1nc(-c2cccc(F)c2)ncc1C(=O)Nn1ccc2ccncc21. As a reaction SMILES: [B-:36]([F:37])([F:38])([F:39])[F:40].[CH2:1]([N:2]([CH2:3][CH3:4])[CH:5]([CH3:6])[CH3:7])[CH3:8].[F:9][c:10]1[cH:11][c:12](-[c:16]2[n:17][cH:18][c:19]([C:23](=[O:24])[OH:25])[c:20]([CH3:22])[n:21]2)[cH:13][cH:14][cH:15]1.[O:58]=[CH:59][N:60]([CH3:61])[CH3:62].[OH2:63].[n:26]1([NH2:35])[cH:27][cH:28][c:29]2[c:30]1[cH:31][n:32][cH:33][cH:34]2.[n:41]1([O:42][C:43]([N:44]([CH3:45])[CH3:46])=[N+:47]([CH3:48])[CH3:49])[c:50]2[cH:51][cH:52][cH:53][cH:54][c:55]2[n:56][n:57]1>>[F:9][c:10]1[cH:11][c:12](-[c:16]2[n:17][cH:18][c:19]([C:23](=[O:25])[NH:35][n:26]3[cH:27][cH:28][c:29]4[c:30]3[cH:31][n:32][cH:33][cH:34]4)[c:20]([CH3:22])[n:21]2)[cH:13][cH:14][cH:15]1. The product is CC(C)(C)OC(=O)NC1C=CC(O)C1. Starting materials: [BH4-], CC(C)(C)OC(=O)N1OC2C=CC1C2, CC#N, CCOC(C)=O, [Na+], O. Reaction SMILES: [BH4-:19].[C:1]([CH3:2])([CH3:3])([CH3:4])[O:5][C:6](=[O:7])[N:8]1[O:9][CH:10]2[CH:11]=[CH:12][CH:13]1[CH2:14]2.[CH3:15][C:16]#[N:17].[CH3:21][CH2:22][O:23][C:24](=[O:25])[CH3:26].[Na+:20].[OH2:18]>>[C:1]([CH3:2])([CH3:3])([CH3:4])[O:5][C:6](=[O:7])[NH:8][CH:13]1[CH:12]=[CH:11][CH:10]([OH:9])[CH2:14]1. The reactants are aqueous solution, [OH-].[Li+] (lithium hydroxide), FC1(CCCC(C1)C(=O)[O-])F (5,5-difluorocyclohexanecarboxylate). Conditions: time 15 hour. Reported procedure: A 2 M aqueous solution of lithium hydroxide (26 mL) was added to a solution of methyl (1R,2R)-2-2-bromophenyl)-5,5-difluorocyclohexanecarboxylate (1.81 g, 5.46 mmol) in a mixture of methanol (20 mL) and THF (10 mL) with rapid stirring at room temperature for 15 hours. The reaction mixture was then diluted with water and extracted with ether prior to acidification to pH 2 with 2 M HCl followed by extraction with ethyl acetate (2×). The combined ethyl acetate extracts were washed with brine, dried... Product: FC1(CCCC(C1)C(=O)O)F (5,5-difluorocyclohexanecarboxylic acid). Run in CO (methanol), C1CCOC1 (THF), O (water). RXN SMILES: [OH-].[Li+].[F:3][C:4]1([F:13])[CH2:9][CH:8]([C:10]([O-:12])=[O:11])[CH2:7][CH2:6][CH2:5]1>CO.C1COCC1.O>[F:3][C:4]1([F:13])[CH2:9][CH:8]([C:10]([OH:12])=[O:11])[CH2:7][CH2:6][CH2:5]1 |f:0.1|. Starting materials: ClC=1C=CC2=C(C(CC3=C(S2)C=CC(=C3)C)=O)C1 (8-chloro-2-methyl-dibenzo[b,f]thiepin-10(11H)-one), C(=O)(OCC)N1CCNCC1 (carbethoxypiperazine), C([O-])(O)=O.[Na+] (sodium bicarbonate). The reagents and catalysts are [Ti](Cl)(Cl)(Cl)Cl (titanium tetrachloride). Run in C1=CC=CC=C1 (benzene), C1=CC=CC=C1 (benzene). Yields the product C(=O)(OCC)N1CCN(CC1)C1=CC2=C(SC3=C1C=C(C=C3)Cl)C=CC(=C2)C (1-carbethoxy-4-(8-chloro-2-methyl-dibenzo[b,f]thiepin-10-yl)-piperazine). As a reaction SMILES: [Cl:1][C:2]1[CH:3]=[CH:4][C:5]2[S:11][C:10]3[CH:12]=[CH:13][C:14]([CH3:16])=[CH:15][C:9]=3[CH2:8][C:7](=O)[C:6]=2[CH:18]=1.[C:19]([N:24]1[CH2:29][CH2:28][NH:27][CH2:26][CH2:25]1)([O:21][CH2:22][CH3:23])=[O:20].C(=O)(O)[O-].[Na+]>[Ti](Cl)(Cl)(Cl)Cl.C1C=CC=CC=1>[C:19]([N:24]1[CH2:29][CH2:28][N:27]([C:7]2[C:6]3[CH:18]=[C:2]([Cl:1])[CH:3]=[CH:4][C:5]=3[S:11][C:10]3[CH:12]=[CH:13][C:14]([CH3:16])=[CH:15][C:9]=3[CH:8]=2)[CH2:26][CH2:25]1)([O:21][CH2:22][CH3:23])=[O:20] |f:2.3|. Procedure details: 111.4 G. of 8-chloro-2-methyl-dibenzo[b,f]thiepin-10(11H)-one in 1 l. of absolute benzene are mixed together with 268 ml. of carbethoxypiperazine and within 1 hour at 20°-25° with a solution of 65 ml. of titanium tetrachloride in 500 ml. of absolute benzene. The resulting reaction mixture thereafter is heated under reflux conditions over a period of 20 hours. The reaction mixture is then poured over a mixture of 500 ml. of saturated aqueous sodium bicarbonate solution and 700 ml. of water with s... Reactants: CC#N, CCO, CC(C)(C)OC(=O)c1cn(CCCN2C(=O)c3ccccc3C2=O)cc1-c1ccc(Cl)cc1Cl, ClCCl, NN. Product: CC(C)(C)OC(=O)c1cn(CCCN)cc1-c1ccc(Cl)cc1Cl. As a reaction SMILES: [CH3:40][C:41]#[N:42].[CH3:43][CH2:44][OH:45].[Cl:1][c:2]1[c:3](-[c:9]2[c:10]([C:28](=[O:29])[O:30][C:31]([CH3:32])([CH3:33])[CH3:34])[cH:11][n:12]([CH2:14][CH2:15][CH2:16][N:17]3[C:18](=[O:19])[c:20]4[cH:21][cH:22][cH:23][cH:24][c:25]4[C:26]3=[O:27])[cH:13]2)[cH:4][cH:5][c:6]([Cl:8])[cH:7]1.[Cl:37][CH2:38][Cl:39].[NH2:35][NH2:36]>>[Cl:1][c:2]1[c:3](-[c:9]2[c:10]([C:28](=[O:29])[O:30][C:31]([CH3:32])([CH3:33])[CH3:34])[cH:11][n:12]([CH2:14][CH2:15][CH2:16][NH2:17])[cH:13]2)[cH:4][cH:5][c:6]([Cl:8])[cH:7]1.